The task is: describe an organic reaction: reactants, conditions, products, and yield. This data is from the Open Reaction Database (ORD), a public repository of structured organic reaction records. The reactants are BrC1=CC(=C(C(=C1)C)C=1C(CCC1OC)=O)C (2-(4-bromo-2,6-dimethylphenyl)-3-methoxycyclopent-2-enone), C[Si](C)(C)[N-][Si](C)(C)C.[Li+] (lithium bis(trimethylsilyl)amide), C1COCCC1C=O (tetrahydropyranyl-4-carboxaldehyde). Run in O1CCCC1 (tetrahydrofuran), O1CCCC1 (tetrahydrofuran). Conditions: temperature -75 celsius, time 2 hour. Yields the product BrC1=CC(=C(C(=C1)C)C=1C(C(CC1OC)C(C1CCOCC1)O)=O)C (2-(4-bromo-2,6-dimethylphenyl)-5-[hydroxy(tetrahydropyran-4-yl)methyl]-3-methoxycyclopent-2-enone). RXN SMILES: [Br:1][C:2]1[CH:7]=[C:6]([CH3:8])[C:5]([C:9]2[C:10](=[O:16])[CH2:11][CH2:12][C:13]=2[O:14][CH3:15])=[C:4]([CH3:17])[CH:3]=1.C[Si]([N-][Si](C)(C)C)(C)C.[Li+].[CH2:28]1[CH:33]([CH:34]=[O:35])[CH2:32][CH2:31][O:30][CH2:29]1>O1CCCC1>[Br:1][C:2]1[CH:3]=[C:4]([CH3:17])[C:5]([C:9]2[C:10](=[O:16])[CH:11]([CH:34]([OH:35])[CH:33]3[CH2:32][CH2:31][O:30][CH2:29][CH2:28]3)[CH2:12][C:13]=2[O:14][CH3:15])=[C:6]([CH3:8])[CH:7]=1 |f:1.2|. Reported procedure: To a solution of 2-(4-bromo-2,6-dimethylphenyl)-3-methoxycyclopent-2-enone (7.5 g, 26.0 mmol) in anhydrous tetrahydrofuran (70 ml) under a nitrogen atmosphere is added lithium bis(trimethylsilyl)amide (44.6 ml, 31.0 mmol, 0.7M in tetrahydrofuran) dropwise at −75°C. After stirring for 40 minutes at this temperature a second solution of tetrahydropyranyl-4-carboxaldehyde (5.90 g, 52.0 mmol) in tetrahydrofuran (70 ml) is added over 20 minutes, and the resulting solution is stirred at −75°C. for 2 h... Starting materials: solution, C(=O)([O-])[O-].[K+].[K+] (K2CO3), CN1CCN(CC1)C1=CC=C(C=C1)CN(C[C@@H]([C@H](CC1=CC=CC=C1)NC(C(F)(F)F)=O)O)NC(=O)OC(C)(C)C (1-[p-(4-methylpiperazin-1-yl)phenyl]-4(S)-hydroxy-2-(tert-butyloxycarbonyl)amino-5(S)-(trifluoroacetyl)amino-6-phenyl-2-azahexane). Solvent: CO (methanol). Reaction conditions: time 15 hour. Yields the product CN1CCN(CC1)C1=CC=C(C=C1)CN(C[C@@H]([C@H](CC1=CC=CC=C1)N)O)NC(=O)OC(C)(C)C (1-[p-(4- Methylpiperazin-1-yl)phenyl]-4(S)-hydroxy-2-(tert-butyloxycarbonyl)amino-5(S)-amino-6-phenyl-2-azahexane). As a reaction SMILES: C([O-])([O-])=O.[K+].[K+].[CH3:7][N:8]1[CH2:13][CH2:12][N:11]([C:14]2[CH:19]=[CH:18][C:17]([CH2:20][N:21]([NH:40][C:41]([O:43][C:44]([CH3:47])([CH3:46])[CH3:45])=[O:42])[CH2:22][C@H:23]([OH:39])[C@@H:24]([NH:32]C(=O)C(F)(F)F)[CH2:25][C:26]3[CH:31]=[CH:30][CH:29]=[CH:28][CH:27]=3)=[CH:16][CH:15]=2)[CH2:10][CH2:9]1>CO>[CH3:7][N:8]1[CH2:9][CH2:10][N:11]([C:14]2[CH:19]=[CH:18][C:17]([CH2:20][N:21]([NH:40][C:41]([O:43][C:44]([CH3:47])([CH3:46])[CH3:45])=[O:42])[CH2:22][C@H:23]([OH:39])[C@@H:24]([NH2:32])[CH2:25][C:26]3[CH:27]=[CH:28][CH:29]=[CH:30][CH:31]=3)=[CH:16][CH:15]=2)[CH2:12][CH2:13]1 |f:0.1.2|. Procedure details: 100 ml of a 1N solution of K2CO3 are added dropwise to a solution of 5.8 g (10.0 mmol) of 1-[p-(4-methylpiperazin-1-yl)phenyl]-4(S)-hydroxy-2-(tert-butyloxycarbonyl)amino-5(S)-(trifluoroacetyl)amino-6-phenyl-2-azahexane in 100 ml of methanol and the whole is heated to boiling for 15 h. The mixture is partially concentrated by evaporation, after which methylene chloride and water are added; the water phase is separated off and extracted twice with methylene chloride, after which the organic phase... Reactants: NC=1C=C2C=NNC2=CC1 (5-Aminoindazole), ClC1=C(C(=CC=C1)Cl)N=C=O (2,6-dichlorophenyl isocyanate). Solvent: C1(=CC=CC=C1)C (toluene). Run at temperature 110 celsius, time 4 hour. Yields the product ClC1=C(C(=CC=C1)Cl)NC(=O)NC=1C=C2C=NNC2=CC1 (N-(2,6-Dichlorophenyl)-N′-(1H-5-indazolyl)urea). RXN SMILES: [NH2:1][C:2]1[CH:3]=[C:4]2[C:8](=[CH:9][CH:10]=1)[NH:7][N:6]=[CH:5]2.[Cl:11][C:12]1[CH:17]=[CH:16][CH:15]=[C:14]([Cl:18])[C:13]=1[N:19]=[C:20]=[O:21]>C1(C)C=CC=CC=1>[Cl:11][C:12]1[CH:17]=[CH:16][CH:15]=[C:14]([Cl:18])[C:13]=1[NH:19][C:20]([NH:1][C:2]1[CH:3]=[C:4]2[C:8](=[CH:9][CH:10]=1)[NH:7][N:6]=[CH:5]2)=[O:21]. Reported procedure: 5-Aminoindazole (100 mg, 0.75 mmol) and 2,6-dichlorophenyl isocyanate (155.3 mg, 0.83 mmol, 1.1 eq) were dissolved in toluene, and the mixture was then stirred at 110° C. for 4 hr. The reactants are C1CCC(CC1)N=C=NC2CCCCC2 (DCC), C=1C=CC2=C(C1)N=NN2O (HOBT), N12C[C@@H](C(CC1)CC2)O ((R)-quinuclidin-3-ol), CN1C(CN(CC1)C(C(=O)O)C1=CC=CC=C1)=O (2-(4-Methyl-3-oxopiperazin-1-yl)-2-phenylacetic acid). Run in C1CCOC1 (THF). Conditions: time 2 day. Yields the product CN1C(CN(CC1)C(C(=O)O[C@H]1CN2CCC1CC2)C2=CC=CC=C2)=O ((R)-quinuclidin-3-yl 2-(4-methyl-3-oxopiperazin-1-yl)-2-phenylacetate). Yield: 72.0%. Reaction SMILES: [CH3:1][N:2]1[CH2:7][CH2:6][N:5]([CH:8]([C:12]2[CH:17]=[CH:16][CH:15]=[CH:14][CH:13]=2)[C:9]([OH:11])=[O:10])[CH2:4][C:3]1=[O:18].C1CCC(N=C=NC2CCCCC2)CC1.C1C=CC2N(O)N=NC=2C=1.[N:44]12[CH2:51][CH2:50][CH:47]([CH2:48][CH2:49]1)[C@@H:46](O)[CH2:45]2>C1COCC1>[CH3:1][N:2]1[CH2:7][CH2:6][N:5]([CH:8]([C:12]2[CH:17]=[CH:16][CH:15]=[CH:14][CH:13]=2)[C:9]([O:11][C@@H:46]2[CH:47]3[CH2:50][CH2:51][N:44]([CH2:49][CH2:48]3)[CH2:45]2)=[O:10])[CH2:4][C:3]1=[O:18]. Procedure details: 2-(4-Methyl-3-oxopiperazin-1-yl)-2-phenylacetic acid (170 mg, 0.68 mmol) was suspended in dry THF (6 ml) and DCC (283 mg, 1.37 mmol), HOBT (185 mg, 1.37 mmol) and (R)-quinuclidin-3-ol (174 mg, 1.37 mmol) were sequentially added. The reaction was stirred at room temperature for two days and then the insoluble was filtered off. The solution was evaporated and the residue was purified by flash chromatography (DCM/MeOH/NH4OH=96/4/0.4) to obtain (R)-quinuclidin-3-yl 2-(4-methyl-3-oxopiperazin-1-yl)-2... Starting materials: NC1=CC=C2C(=CNC2=C1)C1=CC=C(C(=O)O)C=C1 (4-(6-amino-1H-indol-3-yl)benzoic acid), CN1C(=CC=C1)C(=O)O (1-methylpyrrole-2-carboxylic acid), NC1=CC=C2C=CNC2=C1 (6-aminoindole). Reaction SMILES: [NH2:1][C:2]1[CH:10]=[C:9]2[C:5]([C:6]([C:11]3[CH:19]=[CH:18][C:14]([C:15]([OH:17])=O)=[CH:13][CH:12]=3)=[CH:7][NH:8]2)=[CH:4][CH:3]=1.[CH3:20][N:21]1[CH:25]=[CH:24][CH:23]=[C:22]1[C:26]([OH:28])=O.[NH2:29][C:30]1[CH:38]=[C:37]2[C:33]([CH:34]=[CH:35][NH:36]2)=[CH:32][CH:31]=1>>[NH:36]1[C:37]2[C:33](=[CH:32][CH:31]=[C:30]([NH:29][C:15]([C:14]3[CH:13]=[CH:12][C:11]([C:6]4[C:5]5[C:9](=[CH:10][C:2]([NH:1][C:26]([C:22]6[N:21]([CH3:20])[CH:25]=[CH:24][CH:23]=6)=[O:28])=[CH:3][CH:4]=5)[NH:8][CH:7]=4)=[CH:19][CH:18]=3)=[O:17])[CH:38]=2)[CH:34]=[CH:35]1. Product: N1C=CC2=CC=C(C=C12)NC(=O)C1=CC=C(C=C1)C1=CNC2=CC(=CC=C12)NC(=O)C=1N(C=CC1)C (N-(3-(4-((1H-Indol-6-yl)carbamoyl)phenyl)-1H-indol-6-yl)-1-methyl-1H-pyrrole-2-carboxamide). Procedure: Compound 979 was prepared according to the procedure described in Scheme IV from 4-(6-amino-1H-indol-3-yl)benzoic acid, 1-methylpyrrole-2-carboxylic acid, and 6-aminoindole. [M+H]+ calcd for C29H23N5O2: 474.05; found: 474.02. Starting materials: C(C=C)OC(=O)N1[C@@H](C[C@H](C1)OC(N(C)C)=O)C=C(C(C[C@@H]1[C@H](C(N1C(C(=O)OCC=C)=O)=O)[C@@H](C)O[Si](C)(C)C(C)(C)C)=O)C (allyl 2-[(3S,4R)-4-[4-{(2S,4R)-1-allyloxycarbonyl-4-(dimethylcarbamoyloxy)pyrrolidin-2-yl}-3-methyl-2-oxo-3-butenyl]-3-{(1R)-1-t-butyldimethylsilyloxyethyl}-2-oxoazetidin-1-yl]glyoxylate), P(OCC)(OCC)OCC (triethyl phosphite), C1(=CC=CC=C1)C (toluene). Run at temperature 90 celsius. Yields the product C(C=C)OC(=O)N1[C@@H](C[C@H](C1)OC(N(C)C)=O)C=C(C)C1=C(N2C([C@@H]([C@H]2C1)[C@@H](C)O[Si](C)(C)C(C)(C)C)=O)C(=O)OCC=C (allyl (5R,6S)-3-[2-{(2S,4R)-1-allyloxycarbonyl-4-(dimethylcarbamoyloxy)pyrrolidin-2-yl}-1-methylethenyl]-6-[(1R)-1-t-butyldimethylsilyloxyethyl]- 7-oxo-1-azabicyclo[3.2.0]hept-2-ene-2-carboxylate). Reaction SMILES: [CH2:1]([O:4][C:5]([N:7]1[CH2:11][C@H:10]([O:12][C:13](=[O:17])[N:14]([CH3:16])[CH3:15])[CH2:9][C@H:8]1[CH:18]=[C:19]([CH3:46])[C:20](=O)[CH2:21][C@H:22]1[N:25]([C:26](=O)[C:27]([O:29]CC=C)=O)[C:24](=[O:34])[C@@H:23]1[C@H:35]([O:37][Si:38]([C:41]([CH3:44])([CH3:43])[CH3:42])([CH3:40])[CH3:39])[CH3:36])=[O:6])[CH:2]=[CH2:3].P([O:54][CH2:55][CH3:56])(OCC)OCC.[C:57]1(C)C=CC=CC=1>>[CH2:1]([O:4][C:5]([N:7]1[CH2:11][C@H:10]([O:12][C:13](=[O:17])[N:14]([CH3:15])[CH3:16])[CH2:9][C@H:8]1[CH:18]=[C:19]([C:20]1[CH2:21][C@H:22]2[N:25]([C:24](=[O:34])[C@@H:23]2[C@H:35]([O:37][Si:38]([C:41]([CH3:43])([CH3:42])[CH3:44])([CH3:40])[CH3:39])[CH3:36])[C:26]=1[C:27]([O:54][CH2:55][CH:56]=[CH2:57])=[O:29])[CH3:46])=[O:6])[CH:2]=[CH2:3]. Procedure details: To a solution of allyl 2-[(3S,4R)-4-[4-{(2S,4R)-1-allyloxycarbonyl-4-(dimethylcarbamoyloxy)pyrrolidin-2-yl}-3-methyl-2-oxo-3-butenyl]-3-{(1R)-1-t-butyldimethylsilyloxyethyl}-2-oxoazetidin-1-yl]glyoxylate (0.44 g) in toluene (15 ml) was added triethyl phosphite (0.61 ml) and the resulting mixture was heated to 90° C. for 15 hours under nitrogen atmosphere. After evaporation of the solvent in vacuo, to the residue were added xylene (20 ml) and hydroquinone (20 mg) and the resulting mixture was hea... Yields the product O[C@@H](CN1CCC(CC1)C=1C=C(C=CC1)NC(C(C)C)=O)C1=CC=CC=C1 (N-(3-{1-[(2R)-2-HYDROXY-2-PHENYLETHYL]-4-PIPERIDINYL}PHENYL)-2-METHYLPROPANAMIDE). Procedure: Prepared by Procedure G and Scheme B1 using (1R)-2-chloro-1-phenylethanol and 2-methyl-N-[3-(4-piperidinyl)phenyl]propanamide: ESMS m/e: 367.2 (M+H)+. N-(3-{1-[(2S)-3-HYDROXY-2-METHYLPROPYL]-4-PIPERIDINYL}PHENYL)-2-METHYLPROPANAMIDE: Prepared by Procedure G and Scheme B1 using (2R)-3-chloro-2-methyl-1-propanol and 2-methyl-N-[3-(4-piperidinyl)phenyl]propanamide: ESMS m/e: 319.2 (M+H)+. Starting materials: ClC[C@H](O)C1=CC=CC=C1 ((1R)-2-chloro-1-phenylethanol), ClC[C@@H](CO)C ((2R)-3-chloro-2-methyl-1-propanol), CC(C(=O)NC1=CC(=CC=C1)C1CCNCC1)C (2-methyl-N-[3-(4-piperidinyl)phenyl]propanamide), CC(C(=O)NC1=CC(=CC=C1)C1CCNCC1)C (2-methyl-N-[3-(4-piperidinyl)phenyl]propanamide), OC[C@H](CN1CCC(CC1)C=1C=C(C=CC1)NC(C(C)C)=O)C (N-(3-{1-[(2S)-3-HYDROXY-2-METHYLPROPYL]-4-PIPERIDINYL}PHENYL)-2-METHYLPROPANAMIDE). As a reaction SMILES: Cl[CH2:2][C@@H:3]([C:5]1[CH:10]=[CH:9][CH:8]=[CH:7][CH:6]=1)[OH:4].[CH3:11][CH:12]([CH3:28])[C:13]([NH:15][C:16]1[CH:21]=[CH:20][CH:19]=[C:18]([CH:22]2[CH2:27][CH2:26][NH:25][CH2:24][CH2:23]2)[CH:17]=1)=[O:14].OC[C@@H](C)CN1CCC(C2C=C(NC(=O)C(C)C)C=CC=2)CC1.ClC[C@H](C)CO>>[OH:4][C@H:3]([C:5]1[CH:10]=[CH:9][CH:8]=[CH:7][CH:6]=1)[CH2:2][N:25]1[CH2:26][CH2:27][CH:22]([C:18]2[CH:17]=[C:16]([NH:15][C:13](=[O:14])[CH:12]([CH3:11])[CH3:28])[CH:21]=[CH:20][CH:19]=2)[CH2:23][CH2:24]1.